From a dataset of the Open Reaction Database (ORD), a public repository of structured organic reaction records. describe an organic reaction: reactants, conditions, products, and yield Starting materials: CC(C)(C)OC(=O)NCC(=O)O, NCC(=O)OCc1ccccc1, CO, ClCCl, CC(NC(=O)Cc1cc(F)cc(F)c1)C(=O)O, OCc1ccccc1. Product: CC(NC(=O)Cc1cc(F)cc(F)c1)C(=O)NCC(=O)OCc1ccccc1. As a reaction SMILES: [C:30]([NH:31][CH2:32][C:33]([OH:34])=[O:35])([O:36][C:37]([CH3:38])([CH3:39])[CH3:40])=[O:41].[CH2:18]([c:19]1[cH:20][cH:21][cH:22][cH:23][cH:24]1)[O:25][C:26]([CH2:27][NH2:28])=[O:29].[CH3:50][OH:51].[Cl:52][CH2:53][Cl:54].[F:1][c:2]1[cH:3][c:4]([CH2:9][C:10](=[O:11])[NH:12][CH:13]([CH3:14])[C:15](=[O:16])[OH:17])[cH:5][c:6]([F:8])[cH:7]1.[OH:42][CH2:43][c:44]1[cH:45][cH:46][cH:47][cH:48][cH:49]1>>[F:1][c:2]1[cH:3][c:4]([CH2:9][C:10](=[O:11])[NH:12][CH:13]([CH3:14])[C:15](=[O:17])[NH:28][CH2:27][C:26]([O:25][CH2:18][c:19]2[cH:20][cH:21][cH:22][cH:23][cH:24]2)=[O:29])[cH:5][c:6]([F:8])[cH:7]1. Reaction conditions: temperature 50 celsius, time 4 hour. The yield is 87.0%. The reactants are CI (Methyl iodide), NC1=C(C=C(C=C1)SC#N)F (4-amino-3-fluorophenyl thiocyanate), NC1=C(C=C(C=C1)SC#N)F (4-amino-3-fluorophenyl thiocyanate), O.[S-2].[Na+].[Na+] (sodium sulfide monohydrate). Reaction SMILES: [NH2:1][C:2]1[CH:7]=[CH:6][C:5]([S:8][C:9]#N)=[CH:4][C:3]=1[F:11].O.[S-2].[Na+].[Na+].CI>C(O)C.O>[F:11][C:3]1[CH:4]=[C:5]([S:8][CH3:9])[CH:6]=[CH:7][C:2]=1[NH2:1] |f:1.2.3.4|. Procedure: A solution of the product of Example 26, Step A, 4-amino-3-fluorophenyl thiocyanate (500 mg, 2.97 mmol), in ethanol (7.5 mL) was added to a solution of sodium sulfide monohydrate (714 mg, 2.97 mmol) in water (1.5 mL) and the mixture heated at 50° C. for 2 hours. Methyl iodide (464 mg, 3.27 mmol) in ethanol (0.5 mL) was added and heating continued for a further 4 hours. The reaction mixture was then diluted with water (15 mL) and extracted with Et2O (4×5 mL). The combined Et2O extracts were washe... Solvent: O (water), C(C)O (ethanol), C(C)O (ethanol), O (water). Yields the product FC1=C(N)C=CC(=C1)SC (2-fluoro-4-methylthioaniline). Starting materials: ClC=1C=NC=C(C1)Cl (3,5-Dichloropyridine), [Li+].CC(C)[N-]C(C)C (LDA), C(O)([O-])=O.[Na+] (sodium hydrogen carbonate), IC (iodomethane). The solvent is C1CCOC1 (THF), C1CCOC1 (THF), ClCCl (dichloromethane). Reaction conditions: time 5 minute. Yields the product ClC=1C=NC=C(C1C)Cl (3,5-Dichloro-4-methylpyridine). Isolated yield 53.0%. Reaction SMILES: [Cl:1][C:2]1[CH:3]=[N:4][CH:5]=[C:6]([Cl:8])[CH:7]=1.[Li+].[CH3:10]C([N-]C(C)C)C.IC.C(=O)([O-])O.[Na+]>C1COCC1.ClCCl>[Cl:1][C:2]1[CH:3]=[N:4][CH:5]=[C:6]([Cl:8])[C:7]=1[CH3:10] |f:1.2,4.5|. Reported procedure: 3,5-Dichloropyridine (2.04 g, 13.5 mmol) in THF (5 ml) was added dropwise to a solution of LDA [prepared from diisopropylamine (1.9 ml, 13.5 mmol) and n-butyllithium (1.6M, 8.4 ml, 13.5 mmol)] in THF (25 ml) at -70° C. After stirring at this temperature for 5 min, iodomethane (0.85 ml, 13.5 mmol) was added and the reaction mixture stirred for a further 1.5 h at -70° C. Saturated sodium hydrogen carbonate solution (20 ml) and dichloromethane (20 ml) was added and the organic phase separated, drie... Reactants: CC(C)C(C(=O)NC(Cc1ccc(O)c(C(C)(C)C)c1)c1ncno1)N(C)C(=O)C(Cc1ccc(F)cc1)NC(=O)OC(C)(C)C, ClCCl, O=C(O)C(F)(F)F. The product is CC(C)C(C(=O)NC(Cc1ccc(O)c(C(C)(C)C)c1)c1ncno1)N(C)C(=O)C(N)Cc1ccc(F)cc1. RXN SMILES: [C:1]([CH3:2])([CH3:3])([CH3:4])[c:5]1[cH:6][c:7]([CH2:12][CH:13]([c:14]2[n:15][cH:16][n:17][o:18]2)[NH:19][C:20]([CH:21]([CH:22]([CH3:23])[CH3:24])[N:25]([CH3:26])[C:27]([CH:28]([CH2:29][c:30]2[cH:31][cH:32][c:33]([F:36])[cH:34][cH:35]2)[NH:37][C:38]([O:39][C:40]([CH3:41])([CH3:42])[CH3:43])=[O:44])=[O:45])=[O:46])[cH:8][cH:9][c:10]1[OH:11].[CH2:47]([Cl:48])[Cl:49].[F:50][C:51]([F:52])([F:53])[C:54]([OH:55])=[O:56]>>[C:1]([CH3:2])([CH3:3])([CH3:4])[c:5]1[cH:6][c:7]([CH2:12][CH:13]([c:14]2[n:15][cH:16][n:17][o:18]2)[NH:19][C:20]([CH:21]([CH:22]([CH3:23])[CH3:24])[N:25]([CH3:26])[C:27]([CH:28]([CH2:29][c:30]2[cH:31][cH:32][c:33]([F:36])[cH:34][cH:35]2)[NH2:37])=[O:45])=[O:46])[cH:8][cH:9][c:10]1[OH:11]. Starting materials: COC1=CC=C(C=O)C=C1 (4-methoxy-benzaldehyde), C1(CCCCC1)[Mg]Br (cyclohexyl magnesium bromide). Yields the product C1(CCCCC1)C(O)C1=CC=C(C=C1)OC (cyclohexyl-(4-methoxy-phenyl)-methanol). Reaction SMILES: [CH3:1][O:2][C:3]1[CH:10]=[CH:9][C:6]([CH:7]=[O:8])=[CH:5][CH:4]=1.[CH:11]1([Mg]Br)[CH2:16][CH2:15][CH2:14][CH2:13][CH2:12]1>>[CH:11]1([CH:7]([C:6]2[CH:9]=[CH:10][C:3]([O:2][CH3:1])=[CH:4][CH:5]=2)[OH:8])[CH2:16][CH2:15][CH2:14][CH2:13][CH2:12]1. Procedure: Referring now to FIG. 2, this alternative synthesis starts from 4-methoxy-benzaldehyde (VI) which is subjected to treatment with cyclohexyl magnesium bromide to yield cyclohexyl-(4-methoxy-phenyl)-methanol (V). This in turn is then oxidised so as to yield cyclohexyl-(4-methoxy-phenyl)-methanone (III). Reactants: CN1CCNCC1, COc1ccc(C2(C)C(=O)Nc3cc(Cl)cc(Cl)c3C2=O)cc1. The product is COc1ccc(C2(C)C(=O)Nc3cc(N4CCN(C)CC4)cc(Cl)c3C2=O)cc1. Reaction SMILES: [CH3:24][N:25]1[CH2:26][CH2:27][NH:28][CH2:29][CH2:30]1.[Cl:1][c:2]1[c:3]2[c:8]([cH:9][c:10]([Cl:12])[cH:11]1)[NH:7][C:6](=[O:13])[C:5]([CH3:14])([c:15]1[cH:16][cH:17][c:18]([O:21][CH3:22])[cH:19][cH:20]1)[C:4]2=[O:23]>>[Cl:1][c:2]1[c:3]2[c:8]([cH:9][c:10]([N:28]3[CH2:27][CH2:26][N:25]([CH3:24])[CH2:30][CH2:29]3)[cH:11]1)[NH:7][C:6](=[O:13])[C:5]([CH3:14])([c:15]1[cH:16][cH:17][c:18]([O:21][CH3:22])[cH:19][cH:20]1)[C:4]2=[O:23].